Dataset: the Open Reaction Database (ORD), a public repository of structured organic reaction records. Task: describe an organic reaction: reactants, conditions, products, and yield The reactants are FC(C1=CC=C(OC2=CC=C(OC(C=O)C)C=C2)C=C1)(F)F (2-[4-(4-trifluoromethylphenoxy)phenoxy]propanal), ice, C(C)(=O)O (acetic acid), CN(N=C(C)C)C (acetone N,N-dimethylhydrazone), [Li+].CCC[CH2-] (N-butyllithium). The solvent is O1CCCC1 (THF), O1CCCC1 (tetrahydrofuran). Run at time 30 minute. Yields the product OC(CC(C)=O)C(C)OC1=CC=C(C=C1)OC1=CC=C(C=C1)C(F)(F)F (4-hydroxy-5-[4-(4-trifluoromethylphenoxy)phenoxy]-2-hexanone). RXN SMILES: CN(C)N=[C:4]([CH3:6])[CH3:5].[Li+].CCC[CH2-].[F:13][C:14]([F:34])([F:33])[C:15]1[CH:32]=[CH:31][C:18]([O:19][C:20]2[CH:30]=[CH:29][C:23]([O:24][CH:25]([CH3:28])[CH:26]=[O:27])=[CH:22][CH:21]=2)=[CH:17][CH:16]=1.C(O)(=[O:37])C>O1CCCC1>[OH:27][CH:26]([CH:25]([O:24][C:23]1[CH:29]=[CH:30][C:20]([O:19][C:18]2[CH:31]=[CH:32][C:15]([C:14]([F:33])([F:34])[F:13])=[CH:16][CH:17]=2)=[CH:21][CH:22]=1)[CH3:28])[CH2:5][C:4](=[O:37])[CH3:6] |f:1.2|. Reported procedure: To a solution of acetone N,N-dimethylhydrazone (0.32 g, 3.23 mmol) in tetrahydrofuran (THF; 5 ml) is added N-butyllithium (0.21 g, 3.23 mmol) at -65°, and the mixture is stirred for 30 minutes. To this is added dropwise 2-[4-(4-trifluoromethylphenoxy)phenoxy]propanal (1.0 g, 3.23 mmol) in 5 ml of THF, keeping the temperature at or below -60°. After 3 hours at -65°, the reaction mixture is allowed to warm to 0°, and is poured onto 20 g ice made slightly acidic with 10% acetic acid. It is extracte... Reaction SMILES: CC1(C)O[C:6](=[O:8])[CH:5]=[C:4]([CH3:9])[O:3]1.[CH2:11]([NH2:18])[C:12]1[CH:17]=[CH:16][CH:15]=[CH:14][CH:13]=1>C1(C)C=CC=CC=1>[CH2:11]([NH:18][C:6](=[O:8])[CH2:5][C:4](=[O:3])[CH3:9])[C:12]1[CH:17]=[CH:16][CH:15]=[CH:14][CH:13]=1. Reactants: CC1(OC(=CC(O1)=O)C)C (2,2,6-trimethyl-4H-1,3-dioxin-4-one), C(C1=CC=CC=C1)N (benzylamine). Procedure details: 9 ml (0.05 mol) of 2,2,6-trimethyl-4H-1,3-dioxin-4-one (diketene-acetone adduct) were added dropwise to a solution of 5.5 ml (0.05 mol) of benzylamine in 20 ml of toluene and the temperature was allowed to rise 70° C. The solution was refluxed for 2 h then the solvent was removed in vacuo. The crude product was triturated with ether obtaining 7.5 g of the title compound. M.p.=84°-86° C. Yields the product C(C1=CC=CC=C1)NC(CC(C)=O)=O (N-Benzyl-3-oxobutyramide). Run in C1(=CC=CC=C1)C (toluene). The reactants are CCOC(=O)CCCBr, O=C([O-])[O-], CCOC(C)=O, N#Cc1ccc(O)c(F)c1, [K+], [K+], CN(C)C=O. Product: CCOC(=O)CCCOc1ccc(C#N)cc1F. As a reaction SMILES: [Br:11][CH2:12][CH2:13][CH2:14][C:15](=[O:16])[O:17][CH2:18][CH3:19].[C:20](=[O:21])([O-:22])[O-:23].[CH3:31][CH2:32][O:33][C:34]([CH3:35])=[O:36].[F:1][c:2]1[cH:3][c:4]([C:5]#[N:6])[cH:7][cH:8][c:9]1[OH:10].[K+:24].[K+:25].[O:26]=[CH:27][N:28]([CH3:29])[CH3:30]>>[F:1][c:2]1[cH:3][c:4]([C:5]#[N:6])[cH:7][cH:8][c:9]1[O:10][CH2:12][CH2:13][CH2:14][C:15](=[O:16])[O:17][CH2:18][CH3:19]. Reactants: methyl ester, C(=O)(OCC1=CC=CC=C1)N1[C@H](C(=O)OC)C[C@H](C1)F (trans-N-Carbobenzyloxy-4-fluoro-L-proline, methyl ester), [OH-].[Na+] (sodium hydroxide). Run in CO (methanol). Product: C(=O)(OCC1=CC=CC=C1)N1[C@H](C(=O)O)C[C@H](C1)F (trans-N-Carbobenzyloxy-4-fluoro-L-proline). As a reaction SMILES: [C:1]([N:11]1[CH2:19][C@H:18]([F:20])[CH2:17][C@H:12]1[C:13]([O:15]C)=[O:14])([O:3][CH2:4][C:5]1[CH:10]=[CH:9][CH:8]=[CH:7][CH:6]=1)=[O:2].[OH-].[Na+]>CO>[C:1]([N:11]1[CH2:19][C@H:18]([F:20])[CH2:17][C@H:12]1[C:13]([OH:15])=[O:14])([O:3][CH2:4][C:5]1[CH:6]=[CH:7][CH:8]=[CH:9][CH:10]=1)=[O:2] |f:1.2|. Reported procedure: Following the procedure of Example 19(d), the methyl ester product from part (d) is saponified with 11.5 ml. of 2 N sodium hydroxide in 50 ml. methanol to give 5.3 g. of the desired product as a pale yellow viscous oil. This material is converted to the cyclohexylamine salt by treatment with 2 g. of cyclohexylamine in 25 ml. of ethanol. 4.7 g. of cyclohexylamine salt are obtained; m.p. 188°-191° (s. 183°); [α]D25 -42° (c=1%, methanol). Crystallization from 55 ml. of isopropanol gives 3.7 g. of c... The reactants are C1(CC1)COC1=C(C=C(C=C1)C=1OC2=C(N1)CCC1(OCCO1)C2)F (2-(4-(cyclopropylmethoxy)-3-fluorophenyl)-4,7-dihydro-5H-spiro[1,3-benzoxazole-6,2′-[1,3]dioxolane]), C1CCOC1 (THF), Cl (hydrochloric acid), C(O)([O-])=O.[Na+] (sodium hydrogen carbonate). The solvent is O (water), CO (methanol). Reaction conditions: temperature 70 celsius, time 1 hour. Yields the product C1(CC1)COC1=C(C=C(C=C1)C=1OC2=C(N1)CCC(C2)O)F (2-(4-(cyclopropylmethoxy)-3-fluorophenyl)-4,5,6,7-tetrahydro-1,3-benzoxazol-6-ol). Yield: 48.0%. As a reaction SMILES: [CH:1]1([CH2:4][O:5][C:6]2[CH:11]=[CH:10][C:9]([C:12]3[O:13][C:14]4[CH2:24][C:19]5(OCC[O:20]5)[CH2:18][CH2:17][C:15]=4[N:16]=3)=[CH:8][C:7]=2[F:25])[CH2:3][CH2:2]1.C1COCC1.Cl.C(=O)([O-])O.[Na+]>O.CO>[CH:1]1([CH2:4][O:5][C:6]2[CH:11]=[CH:10][C:9]([C:12]3[O:13][C:14]4[CH2:24][CH:19]([OH:20])[CH2:18][CH2:17][C:15]=4[N:16]=3)=[CH:8][C:7]=2[F:25])[CH2:2][CH2:3]1 |f:3.4|. Procedure: To 2-(4-(cyclopropylmethoxy)-3-fluorophenyl)-4,7-dihydro-5H-spiro[1,3-benzoxazole-6,2′-[1,3]dioxolane] (3.75 g) in a mixed solvent of THF (25 mL)-methanol (12.5 mL)-water (12.5 mL) was added 6 M hydrochloric acid (10.8 mL), and the mixture was stirred at 70° C. for 1 hr. The reaction mixture was neutralized with saturated aqueous sodium hydrogen carbonate solution, and the mixture was extracted with ethyl acetate. To the organic layer was added sodium tetrahydroborate (411 mg), and the mixture w...